The task is: describe an organic reaction: reactants, conditions, products, and yield. This data is from the Open Reaction Database (ORD), a public repository of structured organic reaction records. Reactants: CC(C)(C)OC(=O)CBr, CSc1csc(-n2c(=O)[nH]c3ccccc32)n1, [H-], [Na+], CN(C)C=O. Yields the product CSc1csc(-n2c(=O)n(CC(=O)OC(C)(C)C)c3ccccc32)n1. RXN SMILES: [Br:18][CH2:19][C:20](=[O:21])[O:22][C:23]([CH3:24])([CH3:25])[CH3:26].[CH3:1][S:2][c:3]1[n:4][c:5](-[n:8]2[c:9](=[O:17])[nH:10][c:11]3[c:12]2[cH:13][cH:14][cH:15][cH:16]3)[s:6][cH:7]1.[H-:27].[Na+:28].[O:29]=[CH:30][N:31]([CH3:32])[CH3:33]>>[CH3:1][S:2][c:3]1[n:4][c:5](-[n:8]2[c:9](=[O:17])[n:10]([CH2:19][C:20](=[O:21])[O:22][C:23]([CH3:24])([CH3:25])[CH3:26])[c:11]3[c:12]2[cH:13][cH:14][cH:15][cH:16]3)[s:6][cH:7]1. The reactants are ClC=1C(=CC=2C(=NC=3NC=C(C(C3C2)=O)C(=O)OCC)C1)F (8-chloro-3-ethoxycarbonyl-7-fluoro-4-oxo-1,4-dihydro-benzo[b][1,8]naphthyridine), C([O-])([O-])=O.[K+].[K+] (potassium carbonate), C(C)OCCl (chloromethyl ethyl ether). Solvent: CN(C=O)C (dimethylformamide). Reaction conditions: temperature 15 celsius, time 5 hour. Yields the product ClC=1C(=CC=2C(=NC=3N(C=C(C(C3C2)=O)C(=O)OCC)COCC)C1)F (8-chloro-3 -ethoxycarbonyl-1-ethoxymethyl-7-fluoro-4-oxo-1,4-dihydro-benzo[b][1,8]naphthyridine). Reaction SMILES: [Cl:1][C:2]1[C:3]([F:22])=[CH:4][C:5]2[C:6]([CH:21]=1)=[N:7][C:8]1[NH:9][CH:10]=[C:11]([C:16]([O:18][CH2:19][CH3:20])=[O:17])[C:12](=[O:15])[C:13]=1[CH:14]=2.C(=O)([O-])[O-].[K+].[K+].[CH2:29]([O:31][CH2:32]Cl)[CH3:30]>CN(C)C=O>[Cl:1][C:2]1[C:3]([F:22])=[CH:4][C:5]2[C:6]([CH:21]=1)=[N:7][C:8]1[N:9]([CH2:32][O:31][CH2:29][CH3:30])[CH:10]=[C:11]([C:16]([O:18][CH2:19][CH3:20])=[O:17])[C:12](=[O:15])[C:13]=1[CH:14]=2 |f:1.2.3|. Procedure details: A suspension of 6 g of 8-chloro-3-ethoxycarbonyl-7-fluoro-4-oxo-1,4-dihydro-benzo[b][1,8]naphthyridine and 5.16 g of potassium carbonate in 120 cm3 of dimethylformamide is heated at a temperature close to 110° C. for 1 hour. After cooling to about 15° C., 5.44 cm3 of chloromethyl ethyl ether are added and the mixture is stirred for 5 hours at between 15° and 20° C. The reaction mixture is concentrated to dryness under reduced pressure (20 kPa) at about 60° C. The residue is taken up in 3 times 1... Reactants: CC(=O)OC1CSC(Br)C(OC(C)=O)C1OC(C)=O, O=[Zn], CC(=O)Nc1ccc(S)cc1. The product is CC(=O)Nc1ccc(SC2SCC(OC(C)=O)C(OC(C)=O)C2OC(C)=O)cc1. Reaction SMILES: [C:12]([CH3:13])(=[O:14])[O:15][CH:16]1[CH:17]([Br:30])[S:18][CH2:19][CH:20]([O:26][C:27]([CH3:28])=[O:29])[CH:21]1[O:22][C:23]([CH3:24])=[O:25].[O:31]=[Zn:32].[SH:1][c:2]1[cH:3][cH:4][c:5]([NH:8][C:9]([CH3:10])=[O:11])[cH:6][cH:7]1>>[S:1]([c:2]1[cH:3][cH:4][c:5]([NH:8][C:9]([CH3:10])=[O:11])[cH:6][cH:7]1)[CH:17]1[CH:16]([O:15][C:12]([CH3:13])=[O:14])[CH:21]([O:22][C:23]([CH3:24])=[O:25])[CH:20]([O:26][C:27]([CH3:28])=[O:29])[CH2:19][S:18]1. Reactants: CCCCCCN, Cc1ccccc1, O=C1C=CC(=O)O1. Yields the product CCCCCCNC(=O)C=CC(=O)O. RXN SMILES: [CH2:8]([CH2:9][CH2:10][CH2:11][CH2:12][CH3:13])[NH2:14].[CH3:15][c:16]1[cH:17][cH:18][cH:19][cH:20][cH:21]1.[O:1]=[C:2]1[O:3][C:4](=[O:5])[CH:6]=[CH:7]1>>[O:1]=[C:2]([OH:3])[CH:7]=[CH:6][C:4](=[O:5])[NH:14][CH2:8][CH2:9][CH2:10][CH2:11][CH2:12][CH3:13]. Reactants: BrB(Br)Br, COc1ccc(Cl)c(-c2cc(C)c3nc(Nc4ccc(S(=O)(=O)N5CCN(C)CC5)cc4)nnc3c2)c1, ClCCl. Yields the product Cc1cc(-c2cc(O)ccc2Cl)cc2nnc(Nc3ccc(S(=O)(=O)N4CCN(C)CC4)cc3)nc12. RXN SMILES: [B:38]([Br:39])([Br:40])[Br:41].[Cl:1][c:2]1[c:3](-[c:10]2[cH:11][c:12]3[c:13]([n:14][c:15]([NH:18][c:19]4[cH:20][cH:21][c:22]([S:25](=[O:26])(=[O:27])[N:28]5[CH2:29][CH2:30][N:31]([CH3:34])[CH2:32][CH2:33]5)[cH:23][cH:24]4)[n:16][n:17]3)[c:35]([CH3:37])[cH:36]2)[cH:4][c:5]([O:8][CH3:9])[cH:6][cH:7]1.[Cl:42][CH2:43][Cl:44]>>[Cl:1][c:2]1[c:3](-[c:10]2[cH:11][c:12]3[c:13]([n:14][c:15]([NH:18][c:19]4[cH:20][cH:21][c:22]([S:25](=[O:26])(=[O:27])[N:28]5[CH2:29][CH2:30][N:31]([CH3:34])[CH2:32][CH2:33]5)[cH:23][cH:24]4)[n:16][n:17]3)[c:35]([CH3:37])[cH:36]2)[cH:4][c:5]([OH:8])[cH:6][cH:7]1. The reactants are CCCCCC(O)C=CI, BrC(c1ccccc1)(c1ccccc1)c1ccccc1, c1ccncc1. Product: CCCCCC(C=CI)OC(c1ccccc1)(c1ccccc1)c1ccccc1. Reaction SMILES: [I:1][CH:2]=[CH:3][CH:4]([CH2:5][CH2:6][CH2:7][CH2:8][CH3:9])[OH:10].[c:11]1([C:17]([c:18]2[cH:19][cH:20][cH:21][cH:22][cH:23]2)([c:24]2[cH:25][cH:26][cH:27][cH:28][cH:29]2)[Br:30])[cH:12][cH:13][cH:14][cH:15][cH:16]1.[cH:31]1[cH:32][cH:33][n:34][cH:35][cH:36]1>>[I:1][CH:2]=[CH:3][CH:4]([CH2:5][CH2:6][CH2:7][CH2:8][CH3:9])[O:10][C:17]([c:11]1[cH:12][cH:13][cH:14][cH:15][cH:16]1)([c:18]1[cH:19][cH:20][cH:21][cH:22][cH:23]1)[c:24]1[cH:25][cH:26][cH:27][cH:28][cH:29]1. Starting materials: C(C1=CC=CC=C1)(C1=CC=CC=C1)OC(=O)C1(CC1)O\N=C(/C(=O)N[C@H]1[C@H](N(C1=O)S(=O)(=O)O)CN1N=CC(=N1)CN1CCC(CC1)NC(=O)OC(C)(C)C)\C=1N=C(SC1)NC(=O)OC(C)(C)C ((2R,3S)-3-((Z)-2-((1-((benzhydryloxy)carbonyl)cyclopropoxy)imino)-2-(2-((tert-butoxycarbonyl)amino)thiazol-4-yl)acetamido)-2-((4-((4-((tert-butoxycarbonyl)amino)piperidin-1-yl)methyl)-2H-1,2,3-triazol-2-yl)methyl)-4-oxoazetidine-1-sulfonic acid), C1(=CC=CC=C1)OC (anisole), C(=O)(C(F)(F)F)O (TFA). Solvent: C(Cl)Cl (DCM). Yields the product NC1CCN(CC1)CC1=NN(N=C1)C[C@H]1N(C([C@H]1NC(\C(\C=1N=C(SC1)N)=N/OC1(CC1)C(=O)O)=O)=O)S(=O)(=O)O (1-(((Z)-(2-(((2R,3S)-2-((4-((4-aminopiperidin-1-yl)methyl)-2H-1,2,3-triazol-2-yl)methyl)-4-oxo-1-sulfoazetidin-3-yl)amino)-1-(2-aminothiazol-4-yl)-2-oxoethylidene)amino)oxy)cyclopropanecarboxylic acid). Yield: 7.5%. As a reaction SMILES: C([O:14][C:15]([C:17]1([O:20]/[N:21]=[C:22](/[C:56]2[N:57]=[C:58]([NH:61]C(OC(C)(C)C)=O)[S:59][CH:60]=2)\[C:23]([NH:25][C@@H:26]2[C:29](=[O:30])[N:28]([S:31]([OH:34])(=[O:33])=[O:32])[C@@H:27]2[CH2:35][N:36]2[N:40]=[C:39]([CH2:41][N:42]3[CH2:47][CH2:46][CH:45]([NH:48]C(OC(C)(C)C)=O)[CH2:44][CH2:43]3)[CH:38]=[N:37]2)=[O:24])[CH2:19][CH2:18]1)=[O:16])(C1C=CC=CC=1)C1C=CC=CC=1.C1(OC)C=CC=CC=1.C(O)(C(F)(F)F)=O>C(Cl)Cl>[NH2:48][CH:45]1[CH2:44][CH2:43][N:42]([CH2:41][C:39]2[CH:38]=[N:37][N:36]([CH2:35][C@@H:27]3[C@H:26]([NH:25][C:23](=[O:24])/[C:22](=[N:21]\[O:20][C:17]4([C:15]([OH:16])=[O:14])[CH2:18][CH2:19]4)/[C:56]4[N:57]=[C:58]([NH2:61])[S:59][CH:60]=4)[C:29](=[O:30])[N:28]3[S:31]([OH:34])(=[O:32])=[O:33])[N:40]=2)[CH2:47][CH2:46]1. Procedure: Followed the general procedure for the acid mediated deprotection using (2R,3S)-3-((Z)-2-((1-((benzhydryloxy)carbonyl)cyclopropoxy)imino)-2-(2-((tert-butoxycarbonyl)amino)thiazol-4-yl)acetamido)-2-((4-((4-((tert-butoxycarbonyl)amino)piperidin-1-yl)methyl)-2H-1,2,3-triazol-2-yl)methyl)-4-oxoazetidine-1-sulfonic acid (58 mg, 59 μmol), DCM (590 μL), anisole (13 μL, 0.12 mmol) and TFA (273 μL, 3.54 mmol). The crude residue was purified by reverse phase prep HPLC (Xselect CSH, 30×100 mm, 5 μm, C18 co... Reactants: ClC1=C(C(=NC=C1)CC)C#CC=1C=CC(=NC1)N (5-(4-Chloro-2-ethyl-pyridin-3-ylethynyl)-pyridin-2-ylamine), [O-]P(=O)([O-])[O-].[K+].[K+].[K+] (K3PO4), CC1=NC(=CC(=C1)B(O)O)C (2,6-dimethyl-pyrid-4-yl boronic acid), CC(C)C1=CC(=C(C(=C1)C(C)C)C2=C(C=CC=C2)P(C3CCCCC3)C4CCCCC4)C(C)C (XPhos). Reagents/catalysts: C=1C=CC(=CC1)/C=C/C(=O)/C=C/C2=CC=CC=C2.C=1C=CC(=CC1)/C=C/C(=O)/C=C/C2=CC=CC=C2.C=1C=CC(=CC1)/C=C/C(=O)/C=C/C2=CC=CC=C2.[Pd].[Pd] (Pd2(dba)3). The solvent is COCCOC (DME). Run at temperature 190 celsius, time 300 minute. The product is C(C)C1=NC=CC(=C1C#CC=1C=CC(=NC1)N)C1=CC(=NC(=C1)C)C (5-(2-Ethyl-2′,6′-dimethyl-[4,4]bipyridinyl-3-ylethynyl)-pyridin-2-ylamine). RXN SMILES: Cl[C:2]1[CH:7]=[CH:6][N:5]=[C:4]([CH2:8][CH3:9])[C:3]=1[C:10]#[C:11][C:12]1[CH:13]=[CH:14][C:15]([NH2:18])=[N:16][CH:17]=1.[CH3:19][C:20]1[CH:25]=[C:24](B(O)O)[CH:23]=[C:22]([CH3:29])[N:21]=1.CC(C1C=C(C(C)C)C(C2C=CC=CC=2P(C2CCCCC2)C2CCCCC2)=C(C(C)C)C=1)C.[O-]P([O-])([O-])=O.[K+].[K+].[K+]>COCCOC.C1C=CC(/C=C/C(/C=C/C2C=CC=CC=2)=O)=CC=1.C1C=CC(/C=C/C(/C=C/C2C=CC=CC=2)=O)=CC=1.C1C=CC(/C=C/C(/C=C/C2C=CC=CC=2)=O)=CC=1.[Pd].[Pd]>[CH2:8]([C:4]1[C:3]([C:10]#[C:11][C:12]2[CH:13]=[CH:14][C:15]([NH2:18])=[N:16][CH:17]=2)=[C:2]([C:24]2[CH:23]=[C:22]([CH3:29])[N:21]=[C:20]([CH3:19])[CH:25]=2)[CH:7]=[CH:6][N:5]=1)[CH3:9] |f:3.4.5.6,8.9.10.11.12|. Procedure details: The title compound is synthesized according to general procedure GP3 starting from 100 mg (0.39 mmol) 5-(4-Chloro-2-ethyl-pyridin-3-ylethynyl)-pyridin-2-ylamine (A-30) using 88 mg (0.58 mmoL) 2,6-dimethyl-pyrid-4-yl boronic acid, 18 mg (0.02 mmol) Pd2(dba)3, 28 mg (0.06 mmol) XPhos and 107 mg (0.47 mmol) K3PO4 in a mixture of 6.0 mL DME. The reaction mixture is stirred twice under microwave irradiation at 190° C. for 300 min. The reaction mixture is concentrated in vaccuo and the crude product i... Conditions: temperature 7.5 celsius, time 2.5 hour. Product: C(C(C)C)NCCNCC(C)C (N,N′-diisobutylethylenediamine), C([C@H](O)C1=CC=CC=C1)(=O)NC1[C@@H]2N(C(=C(CS2)CSC2=NN=NN2CS(=O)(=O)O)C(=O)O)C1=O (7-D-mandelamido-3-(((1-sulfomethyl-1H-tetrazol-5-yl)thio)methyl)-3-cephem-4-carboxylic acid). Starting materials: NC1[C@@H]2N(C(=C(CS2)CSC2=NN=NN2CS(=O)(=O)O)C(=O)O)C1=O (7-amino-3-(1-sulfomethyl-1H-tetrazol-5-yl)thiomethyl-3-cephem-4-carboxylic acid), C(C)(=O)O.C(C)(=O)O.C(C(C)C)NCCNCC(C)C (N,N′-diisobutylethylenediamine diacetate), C([O-])(O)=O.[Na+] (sodium bicarbonate), C([O-])(O)=O.[Na+] (sodium bicarbonate), O-formylmandeloyl chloride, [OH-].[Na+] (sodium hydroxide), Cl (HCl). Procedure details: 7-amino-3-(1-sulfomethyl-1H-tetrazol-5-yl)thiomethyl-3-cephem-4-carboxylic acid (5 g) was dissolved in water (19 ml) using 30% w/w sodium hydroxide (1.5 g in 8 ml water) and sodium bicarbonate (1 g), O-formylmandeloyl chloride (2.45 g) was added at 0-5° C. and maintained at 5-10° C. over a period of 1-2 hours. After the completion of reaction, the reaction mixture was acidified with conc. HCl (2.6 g) and maintained the reaction at 28-30° C. for about 2-3 hrs, sodium bicarbonate (3.5 g) was added... The yield is 85.2%. The solvent is O (water), O (water), C(C)(C)O (isopropyl alcohol). Reaction SMILES: [NH2:1][CH:2]1[C:24](=[O:25])[N:4]2[C:5]([C:21]([OH:23])=[O:22])=[C:6]([CH2:9][S:10][C:11]3[N:15]([CH2:16][S:17]([OH:20])(=[O:19])=[O:18])[N:14]=[N:13][N:12]=3)[CH2:7][S:8][C@H:3]12.[OH-].[Na+].[C:28](=[O:31])(O)[O-].[Na+].Cl.[C:34]([OH:37])(=O)[CH3:35].[C:38](O)(=O)[CH3:39].[CH2:42]([NH:46][CH2:47][CH2:48][NH:49][CH2:50][CH:51]([CH3:53])[CH3:52])[CH:43]([CH3:45])[CH3:44]>O.C(O)(C)C>[CH2:50]([NH:49][CH2:48][CH2:47][NH:46][CH2:42][CH:43]([CH3:45])[CH3:44])[CH:51]([CH3:52])[CH3:53].[C:28]([NH:1][CH:2]1[C:24](=[O:25])[N:4]2[C:5]([C:21]([OH:23])=[O:22])=[C:6]([CH2:9][S:10][C:11]3[N:15]([CH2:16][S:17]([OH:20])(=[O:18])=[O:19])[N:14]=[N:13][N:12]=3)[CH2:7][S:8][C@H:3]12)(=[O:31])[C@@H:34]([C:35]1[CH:39]=[CH:38][CH:44]=[CH:43][CH:42]=1)[OH:37] |f:1.2,3.4,6.7.8|.